This data is from the Open Reaction Database (ORD), a public repository of structured organic reaction records. The task is: describe an organic reaction: reactants, conditions, products, and yield As a reaction SMILES: [CH3:14][CH2:15][OH:16].[Cl:1][c:2]1[c:3]([O:12][CH3:13])[cH:4][cH:5][c:6]([Cl:11])[c:7]1[N+:8]([O-:9])=[O:10]>>[Cl:1][c:2]1[c:3]([O:12][CH3:13])[cH:4][cH:5][c:6]([Cl:11])[c:7]1[NH2:8]. The product is COc1ccc(Cl)c(N)c1Cl. Starting materials: CCO, COc1ccc(Cl)c([N+](=O)[O-])c1Cl. RXN SMILES: [Cl:1][c:2]1[c:3]([C:9](=[O:10])[NH:11][CH:12]2[CH2:13][CH2:14][N:15]([c:18]3[cH:19][c:20]([C:30](=[O:31])[O:32][CH3:33])[n:21][c:22]([N:24]4[CH2:25][CH2:26][NH:27][CH2:28][CH2:29]4)[n:23]3)[CH2:16][CH2:17]2)[nH:4][c:5]([CH3:8])[c:6]1[Cl:7].[Li+:34].[OH-:35]>>[Cl:1][c:2]1[c:3]([C:9](=[O:10])[NH:11][CH:12]2[CH2:13][CH2:14][N:15]([c:18]3[cH:19][c:20]([C:30](=[O:31])[OH:32])[n:21][c:22]([N:24]4[CH2:25][CH2:26][NH:27][CH2:28][CH2:29]4)[n:23]3)[CH2:16][CH2:17]2)[nH:4][c:5]([CH3:8])[c:6]1[Cl:7]. Yields the product Cc1[nH]c(C(=O)NC2CCN(c3cc(C(=O)O)nc(N4CCNCC4)n3)CC2)c(Cl)c1Cl. The reactants are COC(=O)c1cc(N2CCC(NC(=O)c3[nH]c(C)c(Cl)c3Cl)CC2)nc(N2CCNCC2)n1, [Li+], [OH-]. Reactants: CCCCCCN(Cc1ccccc1)C(=O)Cc1ccc(OCc2ccccc2C(=O)OC)cc1, C1CCOC1, [Li+], [OH-], O. Product: CCCCCCN(Cc1ccccc1)C(=O)Cc1ccc(OCc2ccccc2C(=O)O)cc1. RXN SMILES: [CH2:1]([c:2]1[cH:3][cH:4][cH:5][cH:6][cH:7]1)[N:8]([C:9]([CH2:10][c:11]1[cH:12][cH:13][c:14]([O:15][CH2:16][c:17]2[c:18]([C:19](=[O:20])[O:21][CH3:22])[cH:23][cH:24][cH:25][cH:26]2)[cH:27][cH:28]1)=[O:29])[CH2:30][CH2:31][CH2:32][CH2:33][CH2:34][CH3:35].[CH2:38]1[O:39][CH2:40][CH2:41][CH2:42]1.[Li+:36].[OH-:37].[OH2:43]>>[CH2:1]([c:2]1[cH:3][cH:4][cH:5][cH:6][cH:7]1)[N:8]([C:9]([CH2:10][c:11]1[cH:12][cH:13][c:14]([O:15][CH2:16][c:17]2[c:18]([C:19](=[O:20])[OH:21])[cH:23][cH:24][cH:25][cH:26]2)[cH:27][cH:28]1)=[O:29])[CH2:30][CH2:31][CH2:32][CH2:33][CH2:34][CH3:35]. Starting materials: CC1=C(C=2C(=NC=CC2)N1)C (2,3-dimethylpyrrolo[2,3-b]pyridine), COC1=C(C(CBr)=O)C=CC=C1 (o-methoxyphenacyl bromide), Br (hydrobromide). Product: CC1=C(C=2C(N(C=CC2)CC(=O)C2=C(C=CC=C2)OC)=N1)C (2,3-Dimethyl-7-(o-methoxyphenacyl)pyrrolo[2,3-b]pyridine). RXN SMILES: [CH3:1][C:2]1[NH:10][C:5]2=[N:6][CH:7]=[CH:8][CH:9]=[C:4]2[C:3]=1[CH3:11].[CH3:12][O:13][C:14]1[CH:23]=[CH:22][CH:21]=[CH:20][C:15]=1[C:16](=[O:19])[CH2:17]Br.Br>>[CH3:1][C:2]1[N:10]=[C:5]2[N:6]([CH2:17][C:16]([C:15]3[CH:20]=[CH:21][CH:22]=[CH:23][C:14]=3[O:13][CH3:12])=[O:19])[CH:7]=[CH:8][CH:9]=[C:4]2[C:3]=1[CH3:11]. Procedure: The title compound was prepared on a 1 mmol scale from 2,3-dimethylpyrrolo[2,3-b]pyridine and o-methoxyphenacyl bromide in the same manner as described in example 27 yielding 244 mg (71%) pure hydrobromide as a light yellow solid. The product is C(C1=CC=CC=C1)OC=1C=C(C(=O)O)C=C(C1)Cl (3-Benzyloxy-5-chlorobenzoic Acid). The solvent is CN(C=O)C (dimethylformamide). Starting materials: OC=1C=C(C(=O)O)C=C(C1)Cl (3-hydroxy-5-chlorobenzoic acid), [H-].[Na+] (sodium hydride), C(C1=CC=CC=C1)Cl (benzyl chloride). RXN SMILES: [OH:1][C:2]1[CH:3]=[C:4]([CH:8]=[C:9]([Cl:11])[CH:10]=1)[C:5]([OH:7])=[O:6].[H-].[Na+].[CH2:14](Cl)[C:15]1[CH:20]=[CH:19][CH:18]=[CH:17][CH:16]=1>CN(C)C=O>[CH2:14]([O:1][C:2]1[CH:3]=[C:4]([CH:8]=[C:9]([Cl:11])[CH:10]=1)[C:5]([OH:7])=[O:6])[C:15]1[CH:20]=[CH:19][CH:18]=[CH:17][CH:16]=1 |f:1.2|. Procedure details: To a solution of 173 mg. (1 m mole) of 3-hydroxy-5-chlorobenzoic acid in 2 ml. of dimethylformamide is added 85 mg. (2 m moles) of 56.6% sodium hydride in an oil suspension. After ten minutes, the resulting suspension is treated with 130 mg. (1 m mole) of benzyl chloride and the mixture heated to 100° C. for one hour. The reaction mixture is then cooled, diluted with 5 ml. of water, and extracted with ether. The aqueous phase is separated, acidified with 6N hydrochloric acid and the product extr...